From a dataset of the Open Reaction Database (ORD), a public repository of structured organic reaction records. describe an organic reaction: reactants, conditions, products, and yield Starting materials: [N+](=O)([O-])C=1C=C2C(=NC1)N(C(=C2)C=O)S(=O)(=O)C2=CC=CC=C2 (5-nitro-1-(phenylsulfonyl)-1H-pyrrolo[2,3-b]pyridine-2-carbaldehyde), Cl.CNC (dimethylamine hydrochloride salt), COC(OC)OC (trimethoxymethane), C(C)(=O)O[BH-](OC(C)=O)OC(C)=O.[Na+] (sodium triacetoxyborohydride), C(C)(=O)[O-].[Na+] (sodium acetate), C([O-])(O)=O.[Na+] (sodium bicarbonate). Solvent: ClCCCl (1,2-dichloroethane), ClCCl (dichloromethane). Run at time 24 hour. The product is CN(CC1=CC=2C(=NC=C(C2)[N+](=O)[O-])N1S(=O)(=O)C1=CC=CC=C1)C (N,N-dimethyl-1-(5-nitro-1-(phenylsulfonyl)-1H-pyrrolo[2,3-b]pyridin-2-yl)methanamine). Isolated yield 48.8%. Reaction SMILES: [N+:1]([C:4]1[CH:5]=[C:6]2[CH:12]=[C:11]([CH:13]=O)[N:10]([S:15]([C:18]3[CH:23]=[CH:22][CH:21]=[CH:20][CH:19]=3)(=[O:17])=[O:16])[C:7]2=[N:8][CH:9]=1)([O-:3])=[O:2].Cl.[CH3:25][NH:26][CH3:27].COC(OC)OC.C(O[BH-](OC(=O)C)OC(=O)C)(=O)C.[Na+].C([O-])(=O)C.[Na+].C(=O)(O)[O-].[Na+]>ClCCl.ClCCCl>[CH3:25][N:26]([CH3:27])[CH2:13][C:11]1[N:10]([S:15]([C:18]2[CH:23]=[CH:22][CH:21]=[CH:20][CH:19]=2)(=[O:17])=[O:16])[C:7]2=[N:8][CH:9]=[C:4]([N+:1]([O-:3])=[O:2])[CH:5]=[C:6]2[CH:12]=1 |f:1.2,4.5,6.7,8.9|. Reported procedure: A round-bottom flask was charged with 5-nitro-1-(phenylsulfonyl)-1H-pyrrolo[2,3-b]pyridine-2-carbaldehyde (0.30 g, 0.91 mmol), dimethylamine hydrochloride salt (0.10 g, 1.27 mmol), trimethoxymethane (0.99 mL, 9.1 mmol), sodium triacetoxyborohydride (0.25 g, 1.18 mmol), sodium acetate (0.10 g, 1.27 mmol) and 1,2-dichloroethane (9.0 mL). The mixture was stirred at room temperature for 24 hours, after which saturated aqueous sodium bicarbonate was added, then dichloromethane. The layers were separa... Reactants: BrCCCCCC(=O)N1CCCC2=CC=CC=C12 (1-(6-bromohexanoyl)-1,2,3,4-tetrahydroquinoline), CNC (dimethylamine), [OH-].[K+] (potassium hydroxide). Solvent: C(CO)O (ethylene glycol). Product: CN(CCCCCC(=O)N1CCCC2=CC=CC=C12)C (1-(6-dimethylaminohexanoyl)-1,2,3,4-tetrahydroquinoline). RXN SMILES: Br[CH2:2][CH2:3][CH2:4][CH2:5][CH2:6][C:7]([N:9]1[C:18]2[C:13](=[CH:14][CH:15]=[CH:16][CH:17]=2)[CH2:12][CH2:11][CH2:10]1)=[O:8].[CH3:19][NH:20][CH3:21].[OH-].[K+]>C(O)CO>[CH3:19][N:20]([CH3:21])[CH2:2][CH2:3][CH2:4][CH2:5][CH2:6][C:7]([N:9]1[C:18]2[C:13](=[CH:14][CH:15]=[CH:16][CH:17]=2)[CH2:12][CH2:11][CH2:10]1)=[O:8] |f:2.3|. Reported procedure: 1-(6-bromohexanoyl)-1,2,3,4-tetrahydroquinoline, (4.9 g), prepared in a manner similar to that set forth in Preparation 1, was refluxed, using a dry ice condenser, in a saturated solution of dimethylamine in ethylene glycol (46 ml). After 45 minutes the solution was cooled and added to dilute aqueous potassium hydroxide. The resultant solution was extracted with ether, and the extract was washed, dried and evaporated to yield as an oil 1-(6-dimethylaminohexanoyl)-1,2,3,4-tetrahydroquinoline.